This data is from the Open Reaction Database (ORD), a public repository of structured organic reaction records. The task is: describe an organic reaction: reactants, conditions, products, and yield Reactants: C([O-])([O-])=O.[Na+].[Na+] (sodium carbonate), [Cl-].FC1=C(CN2N=C(C3=CC=CC=C23)C(=[NH2+])N)C=CC=C1 (1-(2-fluorobenzyl)indazole-3-amidinium chloride), [OH-].[Na+] (sodium hydroxide). The solvent is C(C)(=O)OCC (ethyl acetate). Run at time 90 minute. The product is FC1=C(CN2N=C(C3=CC=CC=C23)C#N)C=CC=C1 (1-(2-Fluorobenzyl)-3-cyanoindazole). RXN SMILES: C(=O)([O-])[O-].[Na+].[Na+].[Cl-].[F:8][C:9]1[CH:27]=[CH:26][CH:25]=[CH:24][C:10]=1[CH2:11][N:12]1[C:20]2[C:15](=[CH:16][CH:17]=[CH:18][CH:19]=2)[C:14]([C:21](N)=[NH2+:22])=[N:13]1.[OH-].[Na+]>C(OCC)(=O)C>[F:8][C:9]1[CH:27]=[CH:26][CH:25]=[CH:24][C:10]=1[CH2:11][N:12]1[C:20]2[C:15](=[CH:16][CH:17]=[CH:18][CH:19]=2)[C:14]([C:21]#[N:22])=[N:13]1 |f:0.1.2,3.4,5.6|. Reported procedure: 2.61 g (24.61 mmol) of sodium carbonate as 10% strength aqueous solution are added to a suspension of 5.00 g (16.41 mmol) of 1-(2-fluorobenzyl)indazole-3-amidinium chloride from Example IIIb) in 100 ml of ethyl acetate, and the mixture is stirred at room temperature for 90 minutes. One molar sodium hydroxide solution is added until the phases have separated. The organic phase is washed with saturated sodium chloride solution, dried over magnesium sulfate and filtered, and the solvent is removed ...